This data is from the Open Reaction Database (ORD), a public repository of structured organic reaction records. The task is: describe an organic reaction: reactants, conditions, products, and yield As a reaction SMILES: Br[C:2]1[C:3]2[NH:7][C:6]([C:8]([C:32]3[CH:37]=[CH:36][CH:35]=[CH:34][CH:33]=3)=[C:9]3[N:31]=[C:12]([CH:13]=[C:14]4[NH:30][C:17](=[C:18]([C:24]5[CH:29]=[CH:28][CH:27]=[CH:26][CH:25]=5)[C:19]5[CH:20]=[CH:21][C:22]=1[N:23]=5)[CH:16]=[CH:15]4)[CH:11]=[CH:10]3)=[CH:5][CH:4]=2.[CH:38]1[CH:43]=[C:42]2[CH:44]=[CH:45][C:46]([OH:59])=[C:47]([C:48]3[C:57]4[C:52](=[CH:53][CH:54]=[CH:55][CH:56]=4)[CH:51]=[CH:50][C:49]=3[OH:58])[C:41]2=[CH:40][CH:39]=1.C1C=CC(P(C2C(OC3C(P(C4C=CC=CC=4)C4C=CC=CC=4)=CC=CC=3)=CC=CC=2)C2C=CC=CC=2)=CC=1.C([O-])([O-])=O.[Cs+].[Cs+]>C1(C)C=CC=CC=1.C1C=CC(/C=C/C(/C=C/C2C=CC=CC=2)=O)=CC=1.C1C=CC(/C=C/C(/C=C/C2C=CC=CC=2)=O)=CC=1.C1C=CC(/C=C/C(/C=C/C2C=CC=CC=2)=O)=CC=1.[Pd].[Pd].C(Cl)Cl>[C:24]1([C:18]2[C:19]3[CH:20]=[CH:21][C:22]([N:23]=3)=[C:2]([O:59][C:46]3[CH:45]=[CH:44][C:42]4[C:41](=[CH:40][CH:39]=[CH:38][CH:43]=4)[C:47]=3[C:48]3[C:49]([OH:58])=[CH:50][CH:51]=[C:52]4[C:57]=3[CH:56]=[CH:55][CH:54]=[CH:53]4)[C:3]3[NH:7][C:6]([C:8]([C:32]4[CH:37]=[CH:36][CH:35]=[CH:34][CH:33]=4)=[C:9]4[N:31]=[C:12]([CH:13]=[C:14]5[NH:30][C:17]=2[CH:16]=[CH:15]5)[CH:11]=[CH:10]4)=[CH:5][CH:4]=3)[CH:25]=[CH:26][CH:27]=[CH:28][CH:29]=1 |f:3.4.5,7.8.9.10.11|. Reactants: C1=CC=C(C=C1)P(C2=CC=CC=C2)C3=CC=CC=C3OC4=CC=CC=C4P(C5=CC=CC=C5)C6=CC=CC=C6 (DPEphos), C(=O)([O-])[O-].[Cs+].[Cs+] (Cs2CO3), BrC=1C2=CC=C(N2)C(=C2C=CC(C=C3C=CC(=C(C=4C=CC1N4)C4=CC=CC=C4)N3)=N2)C2=CC=CC=C2 (5-bromo-10,20-diphenylporphin), C1=CC=C2C(=C1)C=CC(=C2C3=C(C=CC4=CC=CC=C43)O)O (R-(+)-1,1′-Bi-2-naphthol). Product: C1(=CC=CC=C1)C=1C=2C=CC(=C(C3=CC=C(N3)C(=C3C=CC(C=C4C=CC1N4)=N3)C3=CC=CC=C3)OC3=C(C4=CC=CC=C4C=C3)C=3C(=CC=C4C=CC=CC34)O)N2 (2′-(10,20-Diphenyl-porphyrin-5-yloxy)-[1,1′]binaphthalenyl-2-ol), solid. The solvent is hexanes, C(Cl)Cl (methylene chloride), C1(=CC=CC=C1)C (toluene). Yield: 17.0%. Procedure details: The general procedure was used to couple 5-bromo-10,20-diphenylporphin (54.2 mg, 0.1 mmol) with R-(+)-1,1′-Bi-2-naphthol (14.3 mg, 0.05 mmol), using Pd2(dba)3 (4.6 mg, 0.005 mmol) and DPEphos (10.8 mg, 0.02 mmol) in the presence of Cs2CO3 (37.6 mg, 0.1 mmol). The reaction was conducted in toluene at 100° C. for 24 h. The title compound was isolated by flash chromatography (silica gel, methylene chloride: hexanes (v/v)=8:2) as a purple-red solid (10 mg, 17%). 1H NMR (300 MHz, CDCl3) δ 10.12 (s, 1... The reagents and catalysts are C=1C=CC(=CC1)/C=C/C(=O)/C=C/C2=CC=CC=C2.C=1C=CC(=CC1)/C=C/C(=O)/C=C/C2=CC=CC=C2.C=1C=CC(=CC1)/C=C/C(=O)/C=C/C2=CC=CC=C2.[Pd].[Pd] (Pd2(dba)3).